This data is from the Open Reaction Database (ORD), a public repository of structured organic reaction records. The task is: describe an organic reaction: reactants, conditions, products, and yield Solvent: CCO (EtOH). Reaction conditions: time 6 day. Isolated yield 173.4%. Product: OCC(C(C1=CC=CC=C1)=O)NC(OC(C)(C)C)=O (Tert-butyl 3-hydroxy-1-oxo-1-phenylpropan-2-ylcarbamate). Reaction SMILES: [O:1]=[C:2]([C:12]1[CH:17]=[CH:16][CH:15]=[CH:14][CH:13]=1)[CH2:3][NH:4][C:5](=[O:11])[O:6][C:7]([CH3:10])([CH3:9])[CH3:8].[C:18]([O-])(O)=[O:19].[Na+].C=O.[Na+].[Cl-]>CCO>[OH:19][CH2:18][CH:3]([NH:4][C:5](=[O:11])[O:6][C:7]([CH3:10])([CH3:8])[CH3:9])[C:2](=[O:1])[C:12]1[CH:17]=[CH:16][CH:15]=[CH:14][CH:13]=1 |f:1.2,4.5|. The reactants are O=C(CNC(OC(C)(C)C)=O)C1=CC=CC=C1 (Tert-butyl 1-oxo-1-phenylethan-2-ylcarbamate), solution, solution, C(=O)(O)[O-].[Na+] (NaHCO3), solution, [Na+].[Cl-] (NaCl), C=O (formaldehyde). Procedure: tert-butyl 1-oxo-1-phenylethan-2-ylcarbamate (18) (2.4 g, 10.0 mmol, 1.0 equiv.) was added to a 100 mL RBF followed by EtOH (41 mL, 200 proof). Next, a 0.5 M solution of NaHCO3 (420 mg, 5.0 mmol, 0.5 equiv.) was added followed by a 37% solution of formaldehyde (1.2 mL, 15.0 mmol, 1.5 equiv.). The solution was stirred at rt. for 6 days and transferred to a separatory funnel with a 1.0 M solution of NaCl (5.0 g, 85.5 mmol). The solution was extracted with CH2Cl2 (5×50 mL). The organic layer was dr... Starting materials: N1N=C(N=C1)N (1H-1,2,4-triazol-3-amine), O (water), O1CCOC12CCC(CC2)=O (1,4-dioxaspiro[4.5]decan-8-one), C(C)(=O)O[BH-](OC(C)=O)OC(C)=O.[Na+] (sodium triacetoxyborohydride). Solvent: C(C)(=O)O (acetic acid). Reaction conditions: time 16 hour. Product: O1CCOC12CCC(CC2)NC2=NN=CN2 (N-(1,4-dioxaspiro[4.5]dec-8-yl)-4H-1,2,4-triazol-3-amine). Isolated yield 93.4%. Reaction SMILES: [NH:1]1[CH:5]=[N:4][C:3]([NH2:6])=[N:2]1.[O:7]1[C:11]2([CH2:16][CH2:15][C:14](=O)[CH2:13][CH2:12]2)[O:10][CH2:9][CH2:8]1.C(O[BH-](OC(=O)C)OC(=O)C)(=O)C.[Na+].O>C(O)(=O)C>[O:7]1[C:11]2([CH2:16][CH2:15][CH:14]([NH:6][C:3]3[NH:4][CH:5]=[N:1][N:2]=3)[CH2:13][CH2:12]2)[O:10][CH2:9][CH2:8]1 |f:2.3|. Procedure: To a solution of 1H-1,2,4-triazol-3-amine (66.6 g) and 1,4-dioxaspiro[4.5]decan-8-one (175 g) in acetic acid (1.25 L) was gradually added sodium triacetoxyborohydride (252 g) under ice-cooling. After stirring at room temperature for 16 hr, water (1 L) was added to the reaction mixture, and the mixture was concentrated under reduced pressure. The obtained residue was poured into saturated aqueous sodium hydrogen carbonate (1 L). The mixture was neutralized with sodium bicarbonate, and extracted 3... Yield: 53.6%. Reaction conditions: time 18 hour. Solvent: O1CCCC1 (tetrahydrofuran), O1CCCC1 (tetrahydrofuran), C(C)(=O)OCC (ethyl acetate). The product is CC=1NC2=CC=CC=C2C1CC(=O)N1CCN(CC1)C(C1=CC=C(C=C1)F)C1=CC=C(C=C1)F (N-(2-methylindol-3-ylacetyl)-N′-[bis(4-fluorophenyl)methyl]piperazine). Reactants: solution, CC=1NC2=CC=CC=C2C1CC(=O)Cl (2-methylindol-3-ylacetyl chloride), FC1=CC=C(C=C1)C(N1CCNCC1)C1=CC=C(C=C1)F (N-[bis(4-fluorophenyl)methyl]piperazine), N1=CC=CC=C1 (pyridine), C([O-])(O)=O.[Na+] (sodium bicarbonate). Procedure details: Under a nitrogen atmosphere a 15 mL solution of 2-methylindol-3-ylacetyl chloride (0.013 mole) in tetrahydrofuran was added to a stirred solution of 3.9 grams (0.014 mole) of N-[bis(4-fluorophenyl)methyl]piperazine and 1.1 mL (0.013 mole) of pyridine in 50 mL of dried tetrahydrofuran. Upon completion of the addition the reaction mixture was stirred at ambient temperature for about 18 hours, after which the reaction mixture was poured into a mixture of 200 mL of ethyl acetate and 100 mL of aqueou... Reaction SMILES: [CH3:1][C:2]1[NH:3][C:4]2[C:9]([C:10]=1[CH2:11][C:12](Cl)=[O:13])=[CH:8][CH:7]=[CH:6][CH:5]=2.[F:15][C:16]1[CH:21]=[CH:20][C:19]([CH:22]([C:29]2[CH:34]=[CH:33][C:32]([F:35])=[CH:31][CH:30]=2)[N:23]2[CH2:28][CH2:27][NH:26][CH2:25][CH2:24]2)=[CH:18][CH:17]=1.N1C=CC=CC=1.C(=O)(O)[O-].[Na+]>O1CCCC1.C(OCC)(=O)C>[CH3:1][C:2]1[NH:3][C:4]2[C:9]([C:10]=1[CH2:11][C:12]([N:26]1[CH2:25][CH2:24][N:23]([CH:22]([C:29]3[CH:34]=[CH:33][C:32]([F:35])=[CH:31][CH:30]=3)[C:19]3[CH:18]=[CH:17][C:16]([F:15])=[CH:21][CH:20]=3)[CH2:28][CH2:27]1)=[O:13])=[CH:8][CH:7]=[CH:6][CH:5]=2 |f:3.4|. Starting materials: CC1=CC=NN1C1=NC=CC=C1 (2-(5-methyl-1H-pyrazol-1-yl)pyridine), IN1C(CCC1=O)=O (N-iodosuccinimide), C(C)#N (acetonitrile). Solvent: C(C)(=O)OCC (ethyl acetate). Run at temperature 60 celsius, time 1 hour. Yields the product IC=1C=NN(C1C)C1=NC=CC=C1 (2-(4-iodo-5-methyl-1H-pyrazol-1-yl)pyridine). RXN SMILES: [CH3:1][C:2]1[N:6]([C:7]2[CH:12]=[CH:11][CH:10]=[CH:9][N:8]=2)[N:5]=[CH:4][CH:3]=1.[I:13]N1C(=O)CCC1=O.C(#N)C>C(OCC)(=O)C>[I:13][C:3]1[CH:4]=[N:5][N:6]([C:7]2[CH:12]=[CH:11][CH:10]=[CH:9][N:8]=2)[C:2]=1[CH3:1]. Reported procedure: 2-(5-methyl-1H-pyrazol-1-yl)pyridine (100 mg, 0.63 mmol) and N-iodosuccinimide (212 mg, 0.942 mmol) were added to acetonitrile (5 ml). The reaction mixture was heated to 60° C. After 1 hour, the reaction mixture was diluted with ethyl acetate, washed with 1N aqueous sodium hydroxide and brine, then dried over magnesium sulfate, filtered, and concentrated. The residue was purified by column chromatography on silica gel (ethyl acetate/isohexane gradient) to afford 2-(4-iodo-5-methyl-1H-pyrazol-1-y... Starting materials: [Cl-].[Na+] (sodium chloride), C1(=CC=CC=C1)C[C@@H](C(=O)Cl)N1C(C=2C(C1=O)=CC=CC2)=O (3-phenyl-2(S)-phthalimidopropionyl chloride), C[Si](OC=C(O[Si](C)(C)C)O[Si](C)(C)C)(C)C (tris(trimethylsilyloxy)ethylene), Cl (hydrochloric acid), C[Si](OC=C(O[Si](C)(C)C)O[Si](C)(C)C)(C)C (tris(trimethylsilyloxy)ethylene). The solvent is O1CCOCC1 (dioxan). Run at temperature 95 celsius, time 5 hour. The product is C(C1=CC=CC=C1)[C@@H](C(CO)=O)N1C(C=2C(C1=O)=CC=CC2)=O (N-[1(S)-benzyl-3-hydroxy-2-oxopropyl]phthalimide). The yield is 78.0%. As a reaction SMILES: [C:1]1([CH2:7][C@H:8]([N:12]2[C:16](=[O:17])[C:15]3=[CH:18][CH:19]=[CH:20][CH:21]=[C:14]3[C:13]2=[O:22])[C:9](Cl)=[O:10])[CH:6]=[CH:5][CH:4]=[CH:3][CH:2]=1.C[Si](C)(C)[O:25][CH:26]=C(O[Si](C)(C)C)O[Si](C)(C)C.Cl.[Cl-].[Na+]>O1CCOCC1>[CH2:7]([C@H:8]([N:12]1[C:16](=[O:17])[C:15]2=[CH:18][CH:19]=[CH:20][CH:21]=[C:14]2[C:13]1=[O:22])[C:9](=[O:10])[CH2:26][OH:25])[C:1]1[CH:6]=[CH:5][CH:4]=[CH:3][CH:2]=1 |f:3.4|. Procedure: A mixture of 134 g of 3-phenyl-2(S)-phthalimidopropionyl chloride and 269.7 g of tris(trimethylsilyloxy)ethylene was stirred at 95° C. for 5 hours. A further 54 g of tris(trimethylsilyloxy)ethylene were added and the mixture was stirred at 95° C. for a further 1.5 hours. The cooled reaction mixture was then treated with 435 ml of dioxan and 174 ml of 0.6N hydrochloric acid and the resulting mixture was heated to 85° C. for 30 minutes. The cooled mixture was saturated with sodium chloride and the...